Dataset: the Open Reaction Database (ORD), a public repository of structured organic reaction records. Task: describe an organic reaction: reactants, conditions, products, and yield Starting materials: CO (methanol), N (ammonia), N (ammonia), C(CC)N(CCC)C1CC2=CC=C(C=C2CC1)OC (N,N-dipropyl-6-methoxy-1,2,3,4-tetrahydro-2-naphthylamine), [Na] (Sodium). Solvent: O1CCCC1 (tetrahydrofuran), C(C)(C)O (isopropanol). The product is COC=1CC=2CCC(CC2CC1)N(CCC)CCC (1,2,3,4,5,8-hexahydro-6-methoxy-N,N-dipropyl-2-naphthalenamine). Yield: 89.5%. Reaction SMILES: [CH2:1]([N:4]([CH:8]1[CH2:17][CH2:16][C:15]2[C:10](=[CH:11][CH:12]=[C:13]([O:18][CH3:19])[CH:14]=2)[CH2:9]1)[CH2:5][CH2:6][CH3:7])[CH2:2][CH3:3].N.[Na].CO>O1CCCC1.C(O)(C)C>[CH3:19][O:18][C:13]1[CH2:14][C:15]2[CH2:16][CH2:17][CH:8]([N:4]([CH2:1][CH2:2][CH3:3])[CH2:5][CH2:6][CH3:7])[CH2:9][C:10]=2[CH2:11][CH:12]=1 |^1:20|. Procedure: A solution of N,N-dipropyl-6-methoxy-1,2,3,4-tetrahydro-2-naphthylamine (17.6 g, 0.067 mole) in tetrahydrofuran (188 mL) and isopropanol (188 mL) was added with stirring to liquid ammonia (500 mL) cooled by a dry ice-isopropanol bath. Sodium (29.4 g, 1.3 g-atom) was added in small pieces over 0.5 hr. After the blue colour disappeared (ca. 2 hr), methanol (120 mL) was added and the ammonia was allowed to evaporate after removal of the cooling bath. The residue was diluted with water (1000 mL) and... Starting materials: CSc1ccc(C(=O)O)c([N+](=O)[O-])c1, N, O=S(Cl)Cl, c1ccccc1. Product: CSc1ccc(C(N)=O)c([N+](=O)[O-])c1. Reaction SMILES: [CH3:1][S:2][c:3]1[cH:4][c:5]([N+:12](=[O:13])[O-:14])[c:6]([C:7](=[O:8])[OH:9])[cH:10][cH:11]1.[NH3:19].[S:15]([Cl:16])([Cl:17])=[O:18].[cH:20]1[cH:21][cH:22][cH:23][cH:24][cH:25]1>>[CH3:1][S:2][c:3]1[cH:4][c:5]([N+:12](=[O:13])[O-:14])[c:6]([C:7](=[O:8])[NH2:19])[cH:10][cH:11]1. Starting materials: COC(CC[C@@H](C)[C@H]1CC[C@H]2[C@@H]3C(/C(/[C@@H]4C[C@@H](CC[C@]4(C)[C@H]3CC[C@]12C)O)=C/C)=O)=O (E-3α-hydroxy-6-ethylidene-7-keto-5β-cholan-24-oic acid methyl ester), [OH-].[Na+] (NaOH). RXN SMILES: C[O:2][C:3](=[O:31])[CH2:4][CH2:5][C@H:6]([C@@H:8]1[C@:25]2([CH3:26])[C@H:11]([C@H:12]3[C@H:22]([CH2:23][CH2:24]2)[C@:20]2([CH3:21])[C@@H:15]([CH2:16][C@H:17]([OH:27])[CH2:18][CH2:19]2)/[C:14](=[CH:28]\[CH3:29])/[C:13]3=[O:30])[CH2:10][CH2:9]1)[CH3:7].[OH-].[Na+]>>[OH:27][C@@H:17]1[CH2:18][CH2:19][C@@:20]2([CH3:21])[C@H:15](/[C:14](=[CH:28]\[CH3:29])/[C:13](=[O:30])[C@@H:12]3[C@@H:22]2[CH2:23][CH2:24][C@@:25]2([CH3:26])[C@H:11]3[CH2:10][CH2:9][C@@H:8]2[C@H:6]([CH3:7])[CH2:5][CH2:4][C:3]([OH:31])=[O:2])[CH2:16]1 |f:1.2|. Procedure: reacting E-3α-hydroxy-6-ethylidene-7-keto-5β-cholan-24-oic acid methyl ester (4) with NaOH to form E-3α-hydroxy-6-ethylidene-7-keto-5β-cholan-24-oic acid (5), The product is O[C@H]1C[C@H]2\C(\C([C@H]3[C@@H]4CC[C@H]([C@@H](CCC(=O)O)C)[C@]4(CC[C@@H]3[C@]2(CC1)C)C)=O)=C/C (E-3α-hydroxy-6-ethylidene-7-keto-5β-cholan-24-oic acid).